This data is from the Open Reaction Database (ORD), a public repository of structured organic reaction records. The task is: describe an organic reaction: reactants, conditions, products, and yield Yields the product Cc1sc2nc(-c3cccnc3)nc(NCCc3ccccc3)c2c1Cl. The reactants are NCCc1ccccc1, Cc1sc2nc(-c3cccnc3)nc(Cl)c2c1Cl. Reaction SMILES: [CH2:1]([CH2:2][c:3]1[cH:4][cH:5][cH:6][cH:7][cH:8]1)[NH2:9].[Cl:10][c:11]1[c:12]2[c:13]([n:14][c:15](-[c:17]3[cH:18][n:19][cH:20][cH:21][cH:22]3)[n:16]1)[s:23][c:24]([CH3:27])[c:25]2[Cl:26]>>[CH2:1]([CH2:2][c:3]1[cH:4][cH:5][cH:6][cH:7][cH:8]1)[NH:9][c:11]1[c:12]2[c:13]([n:14][c:15](-[c:17]3[cH:18][n:19][cH:20][cH:21][cH:22]3)[n:16]1)[s:23][c:24]([CH3:27])[c:25]2[Cl:26]. Starting materials: Intermediate 2, CC1=C(C=C(C(=C1)Cl)C)S(=O)(=O)CC#N (2-(2,5-dimethyl-4-chlorobenzenesulfonyl) acetonitrile), ClC1=CC=C(C=C1)S(=O)(=O)CC#N (2-(4-chlorobenzenesulfonyl) acetonitrile). Product: ClC1=CC(=C(C=C1C)S(=O)(=O)C(C#N)=C(S(=O)(=O)C)S(=O)(=O)C)C (2-(4-Chloro-2,5-dimethyl-benzenesulfonyl)-3,3-bis-methylsulfonyl-acrylonitrile). As a reaction SMILES: [CH3:1][C:2]1[CH:7]=[C:6]([Cl:8])[C:5]([CH3:9])=[CH:4][C:3]=1[S:10]([CH2:13][C:14]#[N:15])(=[O:12])=[O:11].ClC1C=C[C:20]([S:23]([CH2:26]C#N)(=[O:25])=[O:24])=CC=1>>[Cl:8][C:6]1[C:5]([CH3:9])=[CH:4][C:3]([S:10]([C:13](=[C:26]([S:10]([CH3:3])(=[O:12])=[O:11])[S:23]([CH3:20])(=[O:25])=[O:24])[C:14]#[N:15])(=[O:12])=[O:11])=[C:2]([CH3:1])[CH:7]=1. Procedure: The titled compound was prepared in an analogous fashion to Intermediate 2 except that 2-(2,5-dimethyl-4-chlorobenzenesulfonyl) acetonitrile was utilized in place of 2-(4-chlorobenzenesulfonyl) acetonitrile.